From a dataset of the Open Reaction Database (ORD), a public repository of structured organic reaction records. describe an organic reaction: reactants, conditions, products, and yield Reactants: C([O-])([O-])=O.[K+].[K+] (potassium carbonate), NCC1=CC=CC(=N1)C=1N=C(SC1)N=C(N)N (4-(6-aminomethylpyridin-2-yl)-2-(diaminomethyleneamino)thiazole), Cl (hydrochloric acid), [O-]C#N.[K+] (potassium cyanate). Run in O (water). Conditions: time 19 hour. Product: Cl.Cl.NC(N)=NC=1SC=C(N1)C1=NC(=CC=C1)CNC(=O)N (2-(diaminomethyleneamino)-4-(6-ureidomethylpyridin-2-yl)thiazole dihydrochloride). As a reaction SMILES: [NH2:1][CH2:2][C:3]1[N:8]=[C:7]([C:9]2[N:10]=[C:11]([N:14]=[C:15]([NH2:17])[NH2:16])[S:12][CH:13]=2)[CH:6]=[CH:5][CH:4]=1.[ClH:18].[O-:19][C:20]#[N:21].[K+].C(=O)([O-])[O-].[K+].[K+]>O>[ClH:18].[ClH:18].[NH2:16][C:15](=[N:14][C:11]1[S:12][CH:13]=[C:9]([C:7]2[CH:6]=[CH:5][CH:4]=[C:3]([CH2:2][NH:1][C:20]([NH2:21])=[O:19])[N:8]=2)[N:10]=1)[NH2:17] |f:2.3,4.5.6,8.9.10|. Procedure details: A mixture of 4-(6-aminomethylpyridin-2-yl)-2-(diaminomethyleneamino)thiazole (0.64 g), 1N-hydrochloric acid (5.15 ml) and potassium cyanate (0.21 g) in water (6.4 ml) was stirred for 19 hours at ambient temperature. The solution was made basic with aqueous potassium carbonate and the resulting precipitate was collected by filtration. The free base was converted to the hydrochloride in a usual manner followed by recrystallization from aqueous methanol to give 2-(diaminomethyleneamino)-4-(6-ureido... Starting materials: CCc1ccccn1, [Li]CCCC, CI, C1CCOC1, O. Product: CC(C)c1ccccn1. RXN SMILES: [CH2:1]([CH3:2])[c:3]1[n:4][cH:5][cH:6][cH:7][cH:8]1.[CH2:9]([Li:10])[CH2:11][CH2:12][CH3:13].[CH3:14][I:15].[O:17]1[CH2:18][CH2:19][CH2:20][CH2:21]1.[OH2:16]>>[CH:1]([CH3:2])([c:3]1[n:4][cH:5][cH:6][cH:7][cH:8]1)[CH3:9]. Reactants: BrCc1ccccc1, Oc1ccc(Br)c(Cl)c1, Cl, [K+], [K+], O=C([O-])[O-], CN(C)C=O. The product is Oc1ccc(Br)c(Cl)c1OCc1ccccc1. RXN SMILES: [Br:1][CH2:2][c:3]1[cH:4][cH:5][cH:6][cH:7][cH:8]1.[Cl:9][c:10]1[cH:11][c:12]([OH:17])[cH:13][cH:14][c:15]1[Br:16].[ClH:24].[K+:18].[K+:19].[O-:20][C:21]([O-:22])=[O:23].[O:25]=[CH:26][N:27]([CH3:28])[CH3:29]>>[CH2:2]([c:3]1[cH:4][cH:5][cH:6][cH:7][cH:8]1)[O:20][c:11]1[c:10]([Cl:9])[c:15]([Br:16])[cH:14][cH:13][c:12]1[OH:17]. Starting materials: C(C)OC(=O)C=1NN=C(C1)CCC (5-propyl-2H-pyrazole-3-carboxylic acid ethyl ester), FC1=CC=C(CBr)C=C1 (4-fluorobenzyl bromide), FC1=CC=C(CN2N=C(C=C2C(=O)O)CCC)C=C1 (2-(4-fluoro-benzyl)-5-propyl-2H-pyrazole-3-carboxylic acid), NC=1SC=CN1 (2-aminothiazole). The product is FC1=CC=C(CN2N=C(C=C2C(=O)O)CCC)C=C1 (2-(4-Fluorobenzyl)-5-propyl-2H-pyrazole-3-carboxylic acid), S1C(=NC=C1)NC(=O)C=1N(N=C(C1)CCC)CC1=CC=C(C=C1)F (2-(4-Fluorobenzyl)-5-propyl-2H-pyrazole-3-carboxylic acid thiazol-2-ylamide). RXN SMILES: C(OC(C1NN=C(CCC)C=1)=O)C.FC1C=CC(CBr)=CC=1.[F:23][C:24]1[CH:41]=[CH:40][C:27]([CH2:28][N:29]2[C:33]([C:34]([OH:36])=[O:35])=[CH:32][C:31]([CH2:37][CH2:38][CH3:39])=[N:30]2)=[CH:26][CH:25]=1.[NH2:42][C:43]1[S:44][CH:45]=[CH:46][N:47]=1>>[F:23][C:24]1[CH:25]=[CH:26][C:27]([CH2:28][N:29]2[C:33]([C:34]([OH:36])=[O:35])=[CH:32][C:31]([CH2:37][CH2:38][CH3:39])=[N:30]2)=[CH:40][CH:41]=1.[S:44]1[CH:45]=[CH:46][N:47]=[C:43]1[NH:42][C:34]([C:33]1[N:29]([CH2:28][C:27]2[CH:26]=[CH:25][C:24]([F:23])=[CH:41][CH:40]=2)[N:30]=[C:31]([CH2:37][CH2:38][CH3:39])[CH:32]=1)=[O:36]. Procedure details: 2-(4-Fluorobenzyl)-5-propyl-2H-pyrazole-3-carboxylic acid (0.78 g) was prepared from 5-propyl-2H-pyrazole-3-carboxylic acid ethyl ester (0.91 g, 5.0 mmol) and 4-fluorobenzyl bromide (1.05 g, 5.5 mmol) following the general procedures D and E. 2-(4-Fluorobenzyl)-5-propyl-2H-pyrazole-3-carboxylic acid thiazol-2-ylamide (50 mg) was prepared from 2-(4-fluoro-benzyl)-5-propyl-2H-pyrazole-3-carboxylic acid (65 mg, 0.25 mmol) and 2-aminothiazole (25 mg, 0.25 mmol) following the general procedure F. RXN SMILES: [CH2:25]([c:26]1[cH:27][cH:28][cH:29][cH:30][cH:31]1)[O:32][c:33]1[cH:34][cH:35][c:36]([NH2:39])[n:37][cH:38]1.[CH2:49]([Cl:50])[Cl:51].[CH3:52][N:53]([CH3:54])[CH:55]=[O:56].[CH:1]1([CH2:6][CH:7]([C:8](=[O:9])[OH:10])[c:11]2[cH:12][c:13]([Cl:18])[c:14]([Cl:17])[cH:15][cH:16]2)[CH2:2][CH2:3][CH2:4][CH2:5]1.[CH:40]([N:41]([CH2:42][CH3:43])[CH:44]([CH3:45])[CH3:46])([CH3:47])[CH3:48].[Cl:19][C:20]([C:21]([Cl:22])=[O:23])=[O:24]>>[CH:1]1([CH2:6][CH:7]([C:8](=[O:10])[NH:39][c:36]2[cH:35][cH:34][c:33]([O:32][CH2:25][c:26]3[cH:27][cH:28][cH:29][cH:30][cH:31]3)[cH:38][n:37]2)[c:11]2[cH:12][c:13]([Cl:18])[c:14]([Cl:17])[cH:15][cH:16]2)[CH2:2][CH2:3][CH2:4][CH2:5]1. Reactants: Nc1ccc(OCc2ccccc2)cn1, ClCCl, CN(C)C=O, O=C(O)C(CC1CCCC1)c1ccc(Cl)c(Cl)c1, CCN(C(C)C)C(C)C, O=C(Cl)C(=O)Cl. Yields the product O=C(Nc1ccc(OCc2ccccc2)cn1)C(CC1CCCC1)c1ccc(Cl)c(Cl)c1. The reactants are FC1=CC=C(C=C1)C(O)(C1CCNCC1)C1=CC=C(C=C1)F (α,α-bis(4-fluorophenyl)-4-piperidinemethanol), ClCCCC(=O)NC1=CC=CC=C1 (4-chloro-N-phenylbutanamide), C([O-])([O-])=O.[Na+].[Na+] (sodium carbonate), [I-].[K+] (potassium iodide), C(C(=O)O)(=O)O (oxalic acid). Run in CN(C=O)C (N,N-dimethylformamide), O (water). The product is CC(C)O.C(C(=O)O)(=O)O.FC1=CC=C(C=C1)C(C1CCN(CC1)CCCC(=O)NC1=CC=CC=C1)(O)C1=CC=C(C=C1)F (4-[Bis(4-fluorophenyl)hydroxymethyl]-N-phenyl-1-piperidinebutanamide ethanedioate compound with 2-propanol). Yield: 26.0%. As a reaction SMILES: [F:1][C:2]1[CH:7]=[CH:6][C:5]([C:8]([C:16]2[CH:21]=[CH:20][C:19]([F:22])=[CH:18][CH:17]=2)([CH:10]2[CH2:15][CH2:14][NH:13][CH2:12][CH2:11]2)[OH:9])=[CH:4][CH:3]=1.Cl[CH2:24][CH2:25][CH2:26][C:27]([NH:29][C:30]1[CH:35]=[CH:34][CH:33]=[CH:32][CH:31]=1)=[O:28].C(=O)([O-])[O-].[Na+].[Na+].[I-].[K+].[C:44]([OH:49])(=[O:48])[C:45]([OH:47])=[O:46]>CN(C)C=O.O>[CH3:5][CH:8]([OH:9])[CH3:10].[C:44]([OH:49])(=[O:48])[C:45]([OH:47])=[O:46].[F:1][C:2]1[CH:7]=[CH:6][C:5]([C:8]([C:16]2[CH:17]=[CH:18][C:19]([F:22])=[CH:20][CH:21]=2)([OH:9])[CH:10]2[CH2:11][CH2:12][N:13]([CH2:24][CH2:25][CH2:26][C:27]([NH:29][C:30]3[CH:35]=[CH:34][CH:33]=[CH:32][CH:31]=3)=[O:28])[CH2:14][CH2:15]2)=[CH:4][CH:3]=1 |f:2.3.4,5.6,10.11.12|. Procedure details: A mixture of 6.1 g (0.020 mole) of α,α-bis(4-fluorophenyl)-4-piperidinemethanol, 4.8 g (0.024 mole) of 4-chloro-N-phenylbutanamide, 8.5 g (0.080 mole) of anhydrous sodium carbonate and 0.3 g (0.002 mole) of potassium iodide in 100 mL of N,N-dimethylformamide was heated on a steam bath for 16 h. The mixture was poured into 1 L of water and extracted thrice with 100 mL portions of ethyl acetate. The ethyl acetate fractions were combined, washed with water and brine, dried (MgSO4) and concentrated ... Yields the product O1CCC=2C1=C(N=CC2)N2CCN(CC2)CC[C@@H]2CC[C@H](CC2)NC(=O)C2=CC(=NO2)C (3-Methyl-isoxazole-5-carboxylic acid trans-(4-{2-[4-(2,3-dihydro-furo[2,3-c]pyridin-7-yl)-piperazin-1-yl]-ethyl}-cyclohexyl)-amide). Reported procedure: The title compound, white solid (99 mg, 90%), MS (ISP) m/z=440.4 [(M+H)+], mp 199° C., was prepared in accordance with the general method of example 6 from trans-4-{2-[4-(2,3-dihydro-furo[2,3-c]pyridin-7-yl)-piperazin-1-yl]-ethyl}-cyclohexylamine trihydrochloride (intermediate B) (110 mg, 0.25 mmol) and 3-methyl-isoxazole-5-carboxylic acid. As a reaction SMILES: Cl.Cl.Cl.[O:4]1[C:8]2=[C:9]([N:13]3[CH2:18][CH2:17][N:16]([CH2:19][CH2:20][C@H:21]4[CH2:26][CH2:25][C@H:24]([NH2:27])[CH2:23][CH2:22]4)[CH2:15][CH2:14]3)[N:10]=[CH:11][CH:12]=[C:7]2[CH2:6][CH2:5]1.[CH3:28][C:29]1[CH:33]=[C:32]([C:34](O)=[O:35])[O:31][N:30]=1>>[O:4]1[C:8]2=[C:9]([N:13]3[CH2:18][CH2:17][N:16]([CH2:19][CH2:20][C@H:21]4[CH2:26][CH2:25][C@H:24]([NH:27][C:34]([C:32]5[O:31][N:30]=[C:29]([CH3:28])[CH:33]=5)=[O:35])[CH2:23][CH2:22]4)[CH2:15][CH2:14]3)[N:10]=[CH:11][CH:12]=[C:7]2[CH2:6][CH2:5]1 |f:0.1.2.3|. The reactants are solid, Cl.Cl.Cl.O1CCC=2C1=C(N=CC2)N2CCN(CC2)CC[C@@H]2CC[C@H](CC2)N (trans-4-{2-[4-(2,3-dihydro-furo[2,3-c]pyridin-7-yl)-piperazin-1-yl]-ethyl}-cyclohexylamine trihydrochloride), Cl.Cl.Cl.O1CCC=2C1=C(N=CC2)N2CCN(CC2)CC[C@@H]2CC[C@H](CC2)N (trans-4-{2-[4-(2,3-dihydro-furo[2,3-c]pyridin-7-yl)-piperazin-1-yl]-ethyl}-cyclohexylamine trihydrochloride), CC1=NOC(=C1)C(=O)O (3-methyl-isoxazole-5-carboxylic acid). Reactants: CC1=C(OCCCCC(=O)O)C=CC=C1 (5-(2-methylphenoxy)pentanoic acid), CC1=C(C(=CC=C1)C)O (2,6-dimethylphenol). Product: CC1=C(OCCCCC(=O)O)C(=CC=C1)C (5-(2,6-Dimethylphenoxy)pentanoic acid). As a reaction SMILES: [CH3:1][C:2]1[CH:15]=[CH:14][CH:13]=[CH:12][C:3]=1[O:4][CH2:5][CH2:6][CH2:7][CH2:8][C:9]([OH:11])=[O:10].[CH3:16]C1C=CC=C(C)C=1O>>[CH3:1][C:2]1[CH:15]=[CH:14][CH:13]=[C:12]([CH3:16])[C:3]=1[O:4][CH2:5][CH2:6][CH2:7][CH2:8][C:9]([OH:11])=[O:10]. Procedure details: 5-(2,6-Dimethylphenoxy)pentanoic acid 26c was prepared in the same manner as 26b, except that 2,6-dimethylphenol was used as the starting material. 1H NMR: (400 MHz, CDCl3): 7.0-7.1 (m, 3H), 3.83 (t, 2H, J=6 Hz), 2.37 (t, 2H, J=6 Hz), 2.73 (s. 6H), 1.92 (m, 4H). MS (ESI): 223 [M+H]+; 245 [M+Na]+.